Dataset: the Open Reaction Database (ORD), a public repository of structured organic reaction records. Task: describe an organic reaction: reactants, conditions, products, and yield Reactants: C(CCCC)OC1=C(C(=[N+](C=C1)[O-])C)C (4-pentyloxy-2,3-dimethylpyridine-N-oxide), C(C)(=O)OC(C)=O (acetic anhydride). Yields the product C(CCCC)OC1=C(C(=NC=C1)COC(C)=O)C (4-pentyloxy-2-acetoxymethyl-3-methylpyridine). The yield is 79.6%. Reaction SMILES: [CH2:1]([O:6][C:7]1[CH:12]=[CH:11][N+:10]([O-])=[C:9]([CH3:14])[C:8]=1[CH3:15])[CH2:2][CH2:3][CH2:4][CH3:5].[C:16]([O:19]C(=O)C)(=[O:18])[CH3:17]>>[CH2:1]([O:6][C:7]1[CH:12]=[CH:11][N:10]=[C:9]([CH2:14][O:19][C:16](=[O:18])[CH3:17])[C:8]=1[CH3:15])[CH2:2][CH2:3][CH2:4][CH3:5]. Procedure details: To 26.7 g (0.11 mol, 1.0 eq.) of 4-pentyloxy-2,3-dimethylpyridine-N-oxide, 44.0 g (0.43 mol, 4.0 eq.) of acetic anhydride was added, and the mixture was allowed to react for 7 hours at 90 to 100° C. Acetic anhydride was distilled off, and then the resulting concentrated residue was purified on a silica gel column, to obtain 22.0 g of 4-pentyloxy-2-acetoxymethyl-3-methylpyridine as an oily matter (yield 79.6%). The reactants are C(=C)C1=CC=C(C=C1)O (p-vinylphenol), N(=NC(C#N)(CC)C)C(C#N)(CC)C (2,2′-azobis(2-methylbutyronitrile)). Solvent: CO (methanol). Conditions: time 3 hour. The product is C#CC1=CC=C(C=C1)O (poly(p-vinylphenol)). The yield is 19.5%. As a reaction SMILES: [CH:1]([C:3]1[CH:8]=[CH:7][C:6]([OH:9])=[CH:5][CH:4]=1)=[CH2:2].N(C(C)(CC)C#N)=NC(C)(CC)C#N>CO>[CH:2]#[C:1][C:3]1[CH:8]=[CH:7][C:6]([OH:9])=[CH:5][CH:4]=1. Reported procedure: To 506.5 g of the same p-vinylphenol fraction as used in Example 5, obtained by vacuum flash distillation were added 150.3 g of methanol as a solvent and 4.4 g of 2,2′-azobis(2-methylbutyronitrile) as an initiator. A polymerization reaction was conducted at 80° C. for 3 hours to obtain 97.2 g of a poly(p-vinylphenol). The polymer had a Mw of 11,000, a Mn of 6,300, a light transmittance at 248 nm, of 75.2% and a light transmittance at 450 nm, of 95.7%.